Dataset: the Open Reaction Database (ORD), a public repository of structured organic reaction records. Task: describe an organic reaction: reactants, conditions, products, and yield Reactants: O=C1CCCCc2ccc(Br)cc21, COC(=O)OC, Cl, [H-], [Na+]. Product: COC(=O)C1CCCc2ccc(Br)cc2C1=O. As a reaction SMILES: [Br:1][c:2]1[cH:3][c:4]2[c:5]([cH:12][cH:13]1)[CH2:6][CH2:7][CH2:8][CH2:9][C:10]2=[O:11].[CH3:14][O:15][C:16](=[O:17])[O:18][CH3:19].[ClH:22].[H-:21].[Na+:20]>>[Br:1][c:2]1[cH:3][c:4]2[c:5]([cH:12][cH:13]1)[CH2:6][CH2:7][CH2:8][CH:9]([C:16]([O:15][CH3:14])=[O:17])[C:10]2=[O:11]. Starting materials: [Al], CCCCC(CC)COc1ccc(-c2nc(O)nc(-c3ccc(OCC(CC)CCCC)cc3)n2)cc1, CN(C)C=O, Cl, Oc1cccc(O)c1, O=S(Cl)Cl, Cc1ccccc1C. Yields the product CCCCC(CC)COc1ccc(-c2nc(-c3ccc(OCC(CC)CCCC)cc3)nc(-c3ccc(O)cc3O)n2)cc1. As a reaction SMILES: [Al:50].[CH2:1]([CH3:2])[CH:3]([CH2:4][O:5][c:6]1[cH:7][cH:8][c:9](-[c:12]2[n:13][c:14]([OH:33])[n:15][c:16](-[c:18]3[cH:19][cH:20][c:21]([O:24][CH2:25][CH:26]([CH2:27][CH2:28][CH2:29][CH3:30])[CH2:31][CH3:32])[cH:22][cH:23]3)[n:17]2)[cH:10][cH:11]1)[CH2:34][CH2:35][CH2:36][CH3:37].[CH3:60][N:61]([CH3:62])[CH:63]=[O:64].[ClH:51].[OH:42][c:43]1[cH:44][cH:45][cH:46][c:47]([OH:48])[cH:49]1.[S:38]([Cl:39])([Cl:40])=[O:41].[c:52]1([CH3:53])[c:54]([CH3:55])[cH:56][cH:57][cH:58][cH:59]1>>[CH2:1]([CH3:2])[CH:3]([CH2:4][O:5][c:6]1[cH:7][cH:8][c:9](-[c:12]2[n:13][c:14](-[c:46]3[cH:45][cH:44][c:43]([OH:42])[cH:49][c:47]3[OH:48])[n:15][c:16](-[c:18]3[cH:19][cH:20][c:21]([O:24][CH2:25][CH:26]([CH2:27][CH2:28][CH2:29][CH3:30])[CH2:31][CH3:32])[cH:22][cH:23]3)[n:17]2)[cH:10][cH:11]1)[CH2:34][CH2:35][CH2:36][CH3:37]. Reactants: ClCCl (dichloromethane), ClC=1OC=C(N1)C(=O)N1C(CN(CC1)C(=O)OC(C)(C)C)COC=1C=NC=CC1 (tert-butyl 4-(2-chlorooxazole-4-carbonyl)-3-((pyridin-3-yloxy)methyl)piperazine-1-carboxylate), C1(=CC=CC=C1)B(O)O (benzeneboronic acid), C([O-])([O-])=O.[Na+].[Na+] (sodium carbonate). Run in C1(=CC=CC=C1)C (toluene), O1CCOCC1 (1,4-dioxane), O (water). Reaction conditions: temperature 80 celsius. The product is C1(=CC=CC=C1)C=1OC=C(N1)C(=O)N1C(CN(CC1)C(=O)OC(C)(C)C)COC=1C=NC=CC1 (tert-butyl 4-(2-phenyloxazole-4-carbonyl)-3-((pyridin-3-yloxy)methyl)piperazine-1-carboxylate). Reaction SMILES: ClCCl.Cl[C:5]1[O:6][CH:7]=[C:8]([C:10]([N:12]2[CH2:17][CH2:16][N:15]([C:18]([O:20][C:21]([CH3:24])([CH3:23])[CH3:22])=[O:19])[CH2:14][CH:13]2[CH2:25][O:26][C:27]2[CH:28]=[N:29][CH:30]=[CH:31][CH:32]=2)=[O:11])[N:9]=1.[C:33]1(B(O)O)[CH:38]=[CH:37][CH:36]=[CH:35][CH:34]=1.C(=O)([O-])[O-].[Na+].[Na+]>C1(C)C=CC=CC=1.O1CCOCC1.O>[C:33]1([C:5]2[O:6][CH:7]=[C:8]([C:10]([N:12]3[CH2:17][CH2:16][N:15]([C:18]([O:20][C:21]([CH3:24])([CH3:23])[CH3:22])=[O:19])[CH2:14][CH:13]3[CH2:25][O:26][C:27]3[CH:28]=[N:29][CH:30]=[CH:31][CH:32]=3)=[O:11])[N:9]=2)[CH:38]=[CH:37][CH:36]=[CH:35][CH:34]=1 |f:3.4.5|. Procedure details: [1,1′-bis(diphenylphosphino)ferrocene]-dichloropalladium(II) complex with dichloromethane (1:1) (6.7 mg, 0.0082 mmol) was added to a mixture of tert-butyl 4-(2-chlorooxazole-4-carbonyl)-3-((pyridin-3-yloxy)methyl)piperazine-1-carboxylate (69.5 mg, 0.164 mmol), benzeneboronic acid (40 mg, 0.33 mmol) and sodium carbonate (35 mg, 0.33 mmol) in toluene (4 mL), 1,4-dioxane (1 mL), and water (1 mL). The reaction mixture was heated to 80° C. overnight. Upon cooling to room temperature, the reaction mix... Reactants: O (water), C(=O)([O-])[O-].[Na+].[Na+] (Na2CO3), ClC1=NC=CC(=C1)C1=CN=C2N1N=CC(=C2)C=2C=C(C(=O)NC)C=CC2 (3-[3-(2-Chloro-pyridin-4-yl)-imidazo[1,2-b]pyridazin-7-yl]-N-methyl-benzamide), C1(=CC=CC=C1)B(O)O (phenyl boronic acid). Reagents/catalysts: Cl[Pd]([P](C1=CC=CC=C1)(C2=CC=CC=C2)C3=CC=CC=C3)([P](C4=CC=CC=C4)(C5=CC=CC=C5)C6=CC=CC=C6)Cl (PdCl2(PPh3)2). The solvent is COCCOC (DME). The product is CNC(C1=CC(=CC=C1)C1=CC=2N(N=C1)C(=CN2)C2=CC(=NC=C2)C2=CC=CC=C2)=O (N-Methyl-3-[3-(2-phenyl-pyridin-4-yl)-imidazo[1,2-b]pyridazin-7-yl]-benzamide). Reaction SMILES: Cl[C:2]1[CH:7]=[C:6]([C:8]2[N:12]3[N:13]=[CH:14][C:15]([C:17]4[CH:18]=[C:19]([CH:24]=[CH:25][CH:26]=4)[C:20]([NH:22][CH3:23])=[O:21])=[CH:16][C:11]3=[N:10][CH:9]=2)[CH:5]=[CH:4][N:3]=1.[C:27]1(B(O)O)[CH:32]=[CH:31][CH:30]=[CH:29][CH:28]=1.O.C([O-])([O-])=O.[Na+].[Na+]>COCCOC.Cl[Pd](Cl)([P](C1C=CC=CC=1)(C1C=CC=CC=1)C1C=CC=CC=1)[P](C1C=CC=CC=1)(C1C=CC=CC=1)C1C=CC=CC=1>[CH3:23][NH:22][C:20](=[O:21])[C:19]1[CH:24]=[CH:25][CH:26]=[C:17]([C:15]2[CH:14]=[N:13][N:12]3[C:8]([C:6]4[CH:5]=[CH:4][N:3]=[C:2]([C:27]5[CH:32]=[CH:31][CH:30]=[CH:29][CH:28]=5)[CH:7]=4)=[CH:9][N:10]=[C:11]3[CH:16]=2)[CH:18]=1 |f:3.4.5,^1:51,70|. Reported procedure: 3-[3-(2-Chloro-pyridin-4-yl)-imidazo[1,2-b]pyridazin-7-yl]-N-methyl-benzamide (1 eq, 0.110 mmol, 40 mg) and phenyl boronic acid (1.2 eq, 0.132 mmol, 16.1 mg) are dissolved in DME (1.5 ml) and water (0.5 ml) and Na2CO3 (2 eq, 0.22 mmol, 27.3 mg) is added. PdCl2(PPh3)2 (0.1 eq, 0.011 mmol, 7.7 mg) is then added and the reaction mixture is heated using microwave radiation at 120° C. for 10 min. At the completion of this time the solvent is removed in vacuo and the reaction mixture is purified by fl... Reactants: FC1=CC=C(N)C=C1 (4-fluoroaniline), COC=1C=C(C=O)C=C(C1O)OC (3,5-Dimethoxy-4-hydroxybenzaldehyde), ( 48 ). Run in CO (methanol). Yields the product COC=1C=C(C=NC2=CC=C(C=C2)F)C=C(C1O)OC (N-(3,5-Dimethoxy-4-Hydroxybenzylidene)-p-Fluoroaniline). Reaction SMILES: [CH3:1][O:2][C:3]1[CH:4]=[C:5]([CH:8]=[C:9]([O:12][CH3:13])[C:10]=1[OH:11])[CH:6]=O.[F:14][C:15]1[CH:21]=[CH:20][C:18]([NH2:19])=[CH:17][CH:16]=1>CO>[CH3:1][O:2][C:3]1[CH:4]=[C:5]([CH:8]=[C:9]([O:12][CH3:13])[C:10]=1[OH:11])[CH:6]=[N:19][C:18]1[CH:20]=[CH:21][C:15]([F:14])=[CH:16][CH:17]=1. Procedure details: 3,5-Dimethoxy-4-hydroxybenzaldehyde (1 g, 5.46 mmol) was dissolved in methanol (30 ml) and to this solution was added 4-fluoroaniline (600 mg, 5.46 mmol, 0.51 ml). The resultant reaction solution was stirred for forty-eight (48) hours at room temperature under nitrogen. The reaction solution was then cooled in the freezer and the resultant precipitate was isolated by filtration and washed with cold methanol and ether. The isolated light yellow powder was the title product: 1H NMR (300 MHz, CDCl3... Reactants: OCC1CN(CCO1)CCC (2-Hydroxymethyl-4-n-propylmorpholine), C1(=CC=C(C=C1)S(=O)(=O)Cl)C (toluene-p-sulphonylchloride). The solvent is N1=CC=CC=C1 (pyridine), N1=CC=CC=C1 (pyridine). The product is C(CC)N1CC(OCC1)COS(=O)(=O)C1=CC=C(C=C1)C (4-n-propyl-2-toluene-p-sulphonyloxymethylmorpholine). Isolated yield 96.0%. Reaction SMILES: [OH:1][CH2:2][CH:3]1[O:8][CH2:7][CH2:6][N:5]([CH2:9][CH2:10][CH3:11])[CH2:4]1.[C:12]1([CH3:22])[CH:17]=[CH:16][C:15]([S:18](Cl)(=[O:20])=[O:19])=[CH:14][CH:13]=1>N1C=CC=CC=1>[CH2:9]([N:5]1[CH2:6][CH2:7][O:8][CH:3]([CH2:2][O:1][S:18]([C:15]2[CH:16]=[CH:17][C:12]([CH3:22])=[CH:13][CH:14]=2)(=[O:20])=[O:19])[CH2:4]1)[CH2:10][CH3:11]. Procedure: 2-Hydroxymethyl-4-n-propylmorpholine (16.2 g.) is dissolved in dry pyridine (50 ml.) and a solution of toluene-p-sulphonylchloride (21.4 g.) in dry pyridine (50 ml.) is added dropwise with stirring. The mixture is stirred at 20°-25° C. for 3 hours. The pyridine is removed under reduced pressure, water (100 ml.) is added to the residue and the product is extracted into ether (3× 150 ml.). The ethereal solution is washed with water, dried (MgSO4), filtered and the ether evaporated to give 4-n-prop...